describe an organic reaction: reactants, conditions, products, and yield From a dataset of the Open Reaction Database (ORD), a public repository of structured organic reaction records. The reactants are Cl.N1(C=NC=C1)CC(OCC(=O)O)C (5-(imidazol-1-yl)-4-methyl-3-oxa-pentanoic acid-hydrochloride), [Na] (sodium), OC(COC(CN1C=NC=C1)C)(P(O)(=O)O)P(O)(=O)O (1-hydroxy-5-(imidazol-1-yl)-4-methyl-3-oxa-pentane-1,1-diphosphonic acid), C1C(C)O1 (propene oxide). Yields the product N1(C=NC=C1)C(CO)C (2-(imidazol-1-yl)-1-propanol), C(C)OC(COC(CN1C=NC=C1)C)=O (5-(imidazol-1-yl)-4-methyl-3-oxa-pentanoic acid-ethyl ester). Reaction SMILES: Cl.[N:2]1([CH2:7][CH:8]([CH3:14])[O:9][CH2:10][C:11]([OH:13])=[O:12])[CH:6]=[CH:5][N:4]=[CH:3]1.[Na].O[C:17](P(O)(=O)O)(P(O)(=O)O)COC(C)CN1C=CN=C1.[CH2:36]1O[CH:37]1C>>[N:2]1([CH:7]([CH3:17])[CH2:8][OH:9])[CH:6]=[CH:5][N:4]=[CH:3]1.[CH2:36]([O:12][C:11](=[O:13])[CH2:10][O:9][CH:8]([CH3:14])[CH2:7][N:2]1[CH:6]=[CH:5][N:4]=[CH:3]1)[CH3:37] |f:0.1,^1:14|. Reported procedure: The 5-(imidazol-1-yl)-4-methyl-3-oxa-pentanoic acid-hydrochloride used as the starting material was prepared in the following manner: reaction of the sodium salt of the imidazole with propene oxide yields the 2-(imidazol-1-yl)-1-propanol (b.p.0.1 : 147°-150° C.) from which the 5-(imidazol-1-yl)-4-methyl-3-oxa-pentanoic acid-ethyl ester (oil) is obtained by reaction with ethyl bromoacetate in dimethyl formamide in the presence of sodium hydride which is then saponified with 3N hydrochloric acid t... The reactants are COC=1C(C(C1NC1=CC(=CC=C1)C(NCCC1CCCCC1)C1=CC=C(C=C1)OC)=O)=O (3-methoxy-4-{3-[(4-methoxyphenyl)-(2-cyclohexylethylamino)methyl]phenylamino}-3-cyclobutene-1,2-dione), N (ammonia). Run in C(C)O (ethanol). Yields the product NC=1C(C(C1NC1=CC(=CC=C1)C(NCCC1CCCCC1)C1=CC=C(C=C1)OC)=O)=O (3-Amino-4-{3-[(4-methoxyphenyl)-(2-cyclohexylethylamino)methyl]phenylamino}-3-cyclobutene-1,2 dione). As a reaction SMILES: C[O:2][C:3]1[C:4](=[O:33])[C:5](=O)[C:6]=1[NH:7][C:8]1[CH:13]=[CH:12][CH:11]=[C:10]([CH:14]([C:24]2[CH:29]=[CH:28][C:27]([O:30][CH3:31])=[CH:26][CH:25]=2)[NH:15][CH2:16][CH2:17][CH:18]2[CH2:23][CH2:22][CH2:21][CH2:20][CH2:19]2)[CH:9]=1.[NH3:34]>C(O)C>[NH2:34][C:5]1[C:4](=[O:33])[C:3](=[O:2])[C:6]=1[NH:7][C:8]1[CH:13]=[CH:12][CH:11]=[C:10]([CH:14]([C:24]2[CH:25]=[CH:26][C:27]([O:30][CH3:31])=[CH:28][CH:29]=2)[NH:15][CH2:16][CH2:17][CH:18]2[CH2:23][CH2:22][CH2:21][CH2:20][CH2:19]2)[CH:9]=1. Procedure details: In a similar manner to that described in Example (1d), 3-methoxy-4-{3-[(4-methoxyphenyl)-(2-cyclohexylethylamino)methyl]phenylamino}-3-cyclobutene-1,2-dione (630 mg) [prepared as described in step (c) above] and a solution of ammonia in ethanol (2N, 2.8 ml) were reacted, to give the title compound (536 mg) as a yellow solid. The reactants are COc1cc(CC(=O)O)ccc1NC(=O)Nc1ccccc1Br, ClCCCl, Cl, COC(=O)c1ccc(OCC2CCCN2)cn1, CN(C)C=O. Yields the product COC(=O)c1ccc(OCC2CCCN2C(=O)Cc2ccc(NC(=O)Nc3ccccc3Br)c(OC)c2)cn1. Reaction SMILES: [Br:18][c:19]1[c:20]([NH:25][C:26]([NH:27][c:28]2[c:29]([O:38][CH3:39])[cH:30][c:31]([CH2:34][C:35](=[O:36])[OH:37])[cH:32][cH:33]2)=[O:40])[cH:21][cH:22][cH:23][cH:24]1.[CH2:41]([Cl:42])[CH2:43][Cl:44].[ClH:45].[NH:1]1[CH:2]([CH2:6][O:7][c:8]2[cH:9][cH:10][c:11]([C:14](=[O:15])[O:16][CH3:17])[n:12][cH:13]2)[CH2:3][CH2:4][CH2:5]1.[O:46]=[CH:47][N:48]([CH3:49])[CH3:50]>>[N:1]1([C:35]([CH2:34][c:31]2[cH:30][c:29]([O:38][CH3:39])[c:28]([NH:27][C:26]([NH:25][c:20]3[c:19]([Br:18])[cH:24][cH:23][cH:22][cH:21]3)=[O:40])[cH:33][cH:32]2)=[O:36])[CH:2]([CH2:6][O:7][c:8]2[cH:9][cH:10][c:11]([C:14](=[O:15])[O:16][CH3:17])[n:12][cH:13]2)[CH2:3][CH2:4][CH2:5]1. Reactants: CCC(C(=O)[O-])n1ccc2ncnc(Nc3ccc(Oc4cccc(C(F)(F)F)c4)c(Cl)c3)c21, Cl, [Na+], C1CCOC1, [OH-]. Yields the product O=C(O)Cn1ccc2ncnc(Nc3ccc(Oc4cccc(C(F)(F)F)c4)c(Cl)c3)c21. Reaction SMILES: [CH2:1]([CH3:2])[CH:3]([C:4](=[O:5])[O-:6])[n:7]1[cH:8][cH:9][c:10]2[n:11][cH:12][n:13][c:14]([NH:16][c:17]3[cH:18][c:19]([Cl:34])[c:20]([O:23][c:24]4[cH:25][c:26]([C:30]([F:31])([F:32])[F:33])[cH:27][cH:28][cH:29]4)[cH:21][cH:22]3)[c:15]12.[ClH:35].[Na+:42].[O:36]1[CH2:37][CH2:38][CH2:39][CH2:40]1.[OH-:41]>>[CH2:3]([C:4](=[O:5])[OH:6])[n:7]1[cH:8][cH:9][c:10]2[n:11][cH:12][n:13][c:14]([NH:16][c:17]3[cH:18][c:19]([Cl:34])[c:20]([O:23][c:24]4[cH:25][c:26]([C:30]([F:31])([F:32])[F:33])[cH:27][cH:28][cH:29]4)[cH:21][cH:22]3)[c:15]12. Reactants: FC(C=1C=C(C=CC1)C(=O)C=O)(F)F (m-trifluoromethylphenylglyoxal), NC1CC2=CC=C(C(=C2C1)OC)OC (2-amino-4,5-dimethyoxyindane). Run in C1(=CC=CC=C1)C (toluene). Run at time 2 hour. Product: FC(C=1C=C(C=CC1)C(CNC1CC2=CC=C(C(=C2C1)OC)OC)O)(F)F (1-(3-trifluoromethylphenyl)-2-(4,5-dimethoxyindan-2-yl)aminoethanol). As a reaction SMILES: [F:1][C:2]([F:14])([F:13])[C:3]1[CH:4]=[C:5]([C:9]([CH:11]=O)=[O:10])[CH:6]=[CH:7][CH:8]=1.[NH2:15][CH:16]1[CH2:24][C:23]2[C:18](=[CH:19][CH:20]=[C:21]([O:27][CH3:28])[C:22]=2[O:25][CH3:26])[CH2:17]1>C1(C)C=CC=CC=1>[F:14][C:2]([F:1])([F:13])[C:3]1[CH:4]=[C:5]([CH:9]([OH:10])[CH2:11][NH:15][CH:16]2[CH2:24][C:23]3[C:18](=[CH:19][CH:20]=[C:21]([O:27][CH3:28])[C:22]=3[O:25][CH3:26])[CH2:17]2)[CH:6]=[CH:7][CH:8]=1. Reported procedure: A solution of m-trifluoromethylphenylglyoxal and 2-amino-4,5-dimethyoxyindane in toluene is refluxed for 2 hours, using a Dean-Stark trap to remove the formed water. The solution is concentrated in vacuo and the residue is dissolved in methyl alcohol. The resulting solution is cooled in ice, sodium borohydride is added in portions and the reaction mixture is stirred at room temperature for 2 hours. The reaction mixture is concentrated in vacuo, the residue is partitioned between water and methyl... Reactants: CC(C)O, Clc1ccc(C2CO2)cc1Cl, NCCO, O. Yields the product OCCNCC(O)c1ccc(Cl)c(Cl)c1. As a reaction SMILES: [CH:16]([OH:17])([CH3:18])[CH3:19].[Cl:5][c:6]1[cH:7][c:8]([CH:13]2[O:14][CH2:15]2)[cH:9][cH:10][c:11]1[Cl:12].[NH2:1][CH2:2][CH2:3][OH:4].[OH2:20]>>[NH:1]([CH2:2][CH2:3][OH:4])[CH2:15][CH:13]([c:8]1[cH:7][c:6]([Cl:5])[c:11]([Cl:12])[cH:10][cH:9]1)[OH:14].